The task is: describe an organic reaction: reactants, conditions, products, and yield. This data is from the Open Reaction Database (ORD), a public repository of structured organic reaction records. The reactants are C1CCOC1, CCOC(C)=O, O=[N+]([O-])c1cccc(S(=O)(=O)Cl)c1, Nc1ccc2[nH]nc(-c3ccccc3)c2c1, O, c1ccncc1. The product is O=[N+]([O-])c1cccc(S(=O)(=O)Nc2ccc3[nH]nc(-c4ccccc4)c3c2)c1. RXN SMILES: [CH2:36]1[O:37][CH2:38][CH2:39][CH2:40]1.[CH3:42][CH2:43][O:44][C:45](=[O:46])[CH3:47].[N+:1](=[O:2])([O-:3])[c:4]1[cH:5][c:6]([S:10](=[O:11])(=[O:12])[Cl:13])[cH:7][cH:8][cH:9]1.[NH2:14][c:15]1[cH:16][c:17]2[c:18](-[c:24]3[cH:25][cH:26][cH:27][cH:28][cH:29]3)[n:19][nH:20][c:21]2[cH:22][cH:23]1.[OH2:41].[cH:30]1[cH:31][cH:32][n:33][cH:34][cH:35]1>>[N+:1](=[O:2])([O-:3])[c:4]1[cH:5][c:6]([S:10](=[O:11])(=[O:12])[NH:14][c:15]2[cH:16][c:17]3[c:18](-[c:24]4[cH:25][cH:26][cH:27][cH:28][cH:29]4)[n:19][nH:20][c:21]3[cH:22][cH:23]2)[cH:7][cH:8][cH:9]1. Procedure details: A mixture of N-methyl-3-(2-nitro-5-phenoxy-benzylamino)-N-phenyl-propionamide (2 g, 0.0049 mol), 10% palladium on carbon (1 g), and thiophene solution (1 mL) in 150 mL of MeOH was hydrogenated until 3 equivalents of hydrogen were consumed. The reaction mixture was filtered, and the filtrate was concentrated. The resulting residue was purified by column chromatography on a Biotage. The product containing fractions were collected and concentrated to yield a residue. The product is NC1=C(CNCCC(=O)N(C2=CC=CC=C2)C)C=C(C=C1)OC1=CC=CC=C1 (3-(2-Amino-5-phenoxy-benzylamino)-N-methyl-N-phenyl-propionamide). The reactants are [H][H] (hydrogen), CN(C(CCNCC1=C(C=CC(=C1)OC1=CC=CC=C1)[N+](=O)[O-])=O)C1=CC=CC=C1 (N-methyl-3-(2-nitro-5-phenoxy-benzylamino)-N-phenyl-propionamide), S1C=CC=C1 (thiophene). Run in CO (MeOH). Reagents/catalysts: [Pd] (palladium on carbon). Reaction SMILES: [CH3:1][N:2]([C:25]1[CH:30]=[CH:29][CH:28]=[CH:27][CH:26]=1)[C:3](=[O:24])[CH2:4][CH2:5][NH:6][CH2:7][C:8]1[CH:13]=[C:12]([O:14][C:15]2[CH:20]=[CH:19][CH:18]=[CH:17][CH:16]=2)[CH:11]=[CH:10][C:9]=1[N+:21]([O-])=O.S1C=CC=C1.[H][H]>[Pd].CO>[NH2:21][C:9]1[CH:10]=[CH:11][C:12]([O:14][C:15]2[CH:16]=[CH:17][CH:18]=[CH:19][CH:20]=2)=[CH:13][C:8]=1[CH2:7][NH:6][CH2:5][CH2:4][C:3]([N:2]([CH3:1])[C:25]1[CH:30]=[CH:29][CH:28]=[CH:27][CH:26]=1)=[O:24].